Dataset: the Open Reaction Database (ORD), a public repository of structured organic reaction records. Task: describe an organic reaction: reactants, conditions, products, and yield Starting materials: Ag2O, CI (methyl iodide), COC(=O)C1CC(C(C1)O)C#N ((1SR,3RS,4SR)-3-cyano-4-hydroxy-cyclopentanecarboxylic acid methyl ester). Solvent: C1CCOC1 (THF). Conditions: temperature 60 celsius, time 8 hour. Yields the product COC(=O)C1CC(C(C1)OC)C#N ((1SR,3RS,4SR)-3-cyano-4-methoxy-cyclopentanecarboxylic acid methyl ester). As a reaction SMILES: [CH3:1][O:2][C:3]([CH:5]1[CH2:9][CH:8]([OH:10])[CH:7]([C:11]#[N:12])[CH2:6]1)=[O:4].[CH3:13]I>C1COCC1>[CH3:1][O:2][C:3]([CH:5]1[CH2:9][CH:8]([O:10][CH3:13])[CH:7]([C:11]#[N:12])[CH2:6]1)=[O:4]. Reported procedure: A solution of (1SR,3RS,4SR)-3-cyano-4-hydroxy-cyclopentanecarboxylic acid methyl ester (878 mg; example 15A) in THF (15 ml) was transferred to a sealed tube and treated with Ag2O (3.6 g) and methyl iodide (3.23 ml) and stirred at 60° C. overnight. The reaction mixture was filtered, and the cake was rinsed with plenty of THF. The filtrate was concentrated. The crude product was purified by column chromatography (silica gel; gradient: cyclohexane→cyclohexane/EtOAc 65:35) to give (1SR,3RS,4SR)-3-cy...